This data is from the Open Reaction Database (ORD), a public repository of structured organic reaction records. The task is: describe an organic reaction: reactants, conditions, products, and yield The reactants are [OH-].[Na+] (NaOH), ClC=1C=C(C=CC1)C=1C=C(C(NN1)=O)CC (6-(3-chlorophenyl)-4-ethylpyridazin-3(2H)-one), P(=O)(Cl)(Cl)Cl (phosphorus oxychloride), CCN(C(C)C)C(C)C (Hunig's base). Run at temperature 110 celsius. The product is ClC=1N=NC(=CC1CC)C1=CC(=CC=C1)Cl (3-chloro-6-(3-chlorophenyl)-4-ethylpyridazine). RXN SMILES: [Cl:1][C:2]1[CH:3]=[C:4]([C:8]2[CH:9]=[C:10]([CH2:15][CH3:16])[C:11](=O)[NH:12][N:13]=2)[CH:5]=[CH:6][CH:7]=1.P(Cl)(Cl)([Cl:19])=O.CCN(C(C)C)C(C)C.[OH-].[Na+]>>[Cl:19][C:11]1[N:12]=[N:13][C:8]([C:4]2[CH:5]=[CH:6][CH:7]=[C:2]([Cl:1])[CH:3]=2)=[CH:9][C:10]=1[CH2:15][CH3:16] |f:3.4|. Reported procedure: A RBF was charged with 6-(3-chlorophenyl)-4-ethylpyridazin-3(2H)-one (1.50 g, 6.4 mmol) and phosphorus oxychloride (6.0 ml, 64 mmol). Hunig's base (1.2 ml, 7.0 mmol) was added to the mixture dropwise (slightly exothermic). The flask was fitted with a reflux condenser and a nitrogen inlet and the mixture was heated at 110° C. for 3 h. Upon cooling the reaction mixture was poured onto ice. 6N NaOH was added dropwise until pH 9 while keeping the mixture cold by gradual addition of ice. The solids w... Starting materials: [BH3-]C#N, CCOc1cc(C=O)cc(OCC)c1-n1cccc1, CCN(C(C)C)C(C)C, COc1cc(OCc2nnn[nH]2)cc(C(=O)NC2CCNCC2)c1, CCO, CC(=O)O, [Na+]. Yields the product CCOc1cc(CN2CCC(NC(=O)c3cc(OC)cc(OCc4nnn[nH]4)c3)CC2)cc(OCC)c1-n1cccc1. RXN SMILES: [C:44]([BH3-:45])#[N:46].[CH2:25]([CH3:26])[O:27][c:28]1[cH:29][c:30]([CH:31]=[O:32])[cH:33][c:34]([O:41][CH2:42][CH3:43])[c:35]1-[n:36]1[cH:37][cH:38][cH:39][cH:40]1.[CH2:48]([N:49]([CH:50]([CH3:51])[CH3:52])[CH:53]([CH3:54])[CH3:55])[CH3:56].[CH3:1][O:2][c:3]1[cH:4][c:5]([C:6](=[O:7])[NH:8][CH:9]2[CH2:10][CH2:11][NH:12][CH2:13][CH2:14]2)[cH:15][c:16]([O:18][CH2:19][c:20]2[n:21][n:22][n:23][nH:24]2)[cH:17]1.[CH3:57][CH2:58][OH:59].[CH3:60][C:61](=[O:62])[OH:63].[Na+:47]>>[CH3:1][O:2][c:3]1[cH:4][c:5]([C:6](=[O:7])[NH:8][CH:9]2[CH2:10][CH2:11][N:12]([CH2:31][c:30]3[cH:29][c:28]([O:27][CH2:25][CH3:26])[c:35](-[n:36]4[cH:37][cH:38][cH:39][cH:40]4)[c:34]([O:41][CH2:42][CH3:43])[cH:33]3)[CH2:13][CH2:14]2)[cH:15][c:16]([O:18][CH2:19][c:20]2[nH:21][n:22][n:23][n:24]2)[cH:17]1. Reported procedure: A mixture of 1-(2-bromobenzo[d]thiazol-6-yl)-1-(1H-imidazol-1-yl)-N,N-dimethylbutan-2-amine (663 mg, 1.75 mmol), (4-(methoxycarbonyl)phenyl)boronic acid (409 mg, 2.275 mmol), tetrakis(triphenylphosphine)palladium (505 mg, 0.437 mmol), potassium carbonate (725 mg, 5.25 mmol); DME (25 mL) and water (5 mL) was degassed, filled with N2, and heated to 80° C. for 3 h. The reaction mixture was evaporated, dissolved in 10% methanol in DCM, loaded onto a PTLC plate and eluted with 6% methanol in DCM to y... As a reaction SMILES: Br[C:2]1[S:3][C:4]2[CH:10]=[C:9]([CH:11]([N:18]3[CH:22]=[CH:21][N:20]=[CH:19]3)[CH:12]([N:15]([CH3:17])[CH3:16])[CH2:13][CH3:14])[CH:8]=[CH:7][C:5]=2[N:6]=1.[CH3:23][O:24][C:25]([C:27]1[CH:32]=[CH:31][C:30](B(O)O)=[CH:29][CH:28]=1)=[O:26].C(=O)([O-])[O-].[K+].[K+]>C1C=CC([P]([Pd]([P](C2C=CC=CC=2)(C2C=CC=CC=2)C2C=CC=CC=2)([P](C2C=CC=CC=2)(C2C=CC=CC=2)C2C=CC=CC=2)[P](C2C=CC=CC=2)(C2C=CC=CC=2)C2C=CC=CC=2)(C2C=CC=CC=2)C2C=CC=CC=2)=CC=1>[CH3:16][N:15]([CH3:17])[CH:12]([CH2:13][CH3:14])[CH:11]([C:9]1[CH:8]=[CH:7][C:5]2[N:6]=[C:2]([C:30]3[CH:31]=[CH:32][C:27]([C:25]([O:24][CH3:23])=[O:26])=[CH:28][CH:29]=3)[S:3][C:4]=2[CH:10]=1)[N:18]1[CH:22]=[CH:21][N:20]=[CH:19]1 |f:2.3.4,^1:45,47,66,85|. The reagents and catalysts are C=1C=CC(=CC1)[P](C=2C=CC=CC2)(C=3C=CC=CC3)[Pd]([P](C=4C=CC=CC4)(C=5C=CC=CC5)C=6C=CC=CC6)([P](C=7C=CC=CC7)(C=8C=CC=CC8)C=9C=CC=CC9)[P](C=1C=CC=CC1)(C=1C=CC=CC1)C=1C=CC=CC1 (tetrakis(triphenylphosphine)palladium). Run at temperature 80 celsius. Reactants: BrC=1SC2=C(N1)C=CC(=C2)C(C(CC)N(C)C)N2C=NC=C2 (1-(2-bromobenzo[d]thiazol-6-yl)-1-(1H-imidazol-1-yl)-N,N-dimethylbutan-2-amine), COC(=O)C1=CC=C(C=C1)B(O)O ((4-(methoxycarbonyl)phenyl)boronic acid), C([O-])([O-])=O.[K+].[K+] (potassium carbonate). Product: CN(C(C(N1C=NC=C1)C1=CC2=C(N=C(S2)C2=CC=C(C(=O)OC)C=C2)C=C1)CC)C (methyl 4-(6-(2-(dimethylamino)-1-(1H-imidazo 1-yl)butyl)benzo[d]thiazol-2-yl)benzoate). Reactants: C(C1=CC=CC=C1)O[C@H]1[C@H](OCC[Si](C)(C)C)O[C@@H]([C@@H]([C@@H]1OCC1=CC=C(C=C1)OC)O)CO[Si](C)(C)C(C)(C)C (2-(Trimethylsilyl)ethyl 2-O-Benzyl-6-O-tert-butyldimethylsilyl-3-O-p-methoxybenzyl-β-D-galactopyranoside). Solvent: CS(=O)C (DMSO), C(C)(=O)OC(C)=O (acetic anhydride), C(C)OCC (ethyl ether). Product: C(C1=CC=CC=C1)O[C@H]1[C@H](OCC[Si](C)(C)C)O[C@@H](C([C@@H]1OCC1=CC=C(C=C1)OC)=O)CO[Si](C)(C)C(C)(C)C (2-(Trimethylsilyl)ethyl 2-O-Benzyl-6-O-tert-butyldimethylsilyl-3-O-p-methoxybenzyl-β-D-xylo-hexopyranoside-4-ulose). Yield: 100.0%. RXN SMILES: [CH2:1]([O:8][C@@H:9]1[C@@H:21]([O:22][CH2:23][C:24]2[CH:29]=[CH:28][C:27]([O:30][CH3:31])=[CH:26][CH:25]=2)[C@@H:20]([OH:32])[C@@H:19]([CH2:33][O:34][Si:35]([C:38]([CH3:41])([CH3:40])[CH3:39])([CH3:37])[CH3:36])[O:18][C@H:10]1[O:11][CH2:12][CH2:13][Si:14]([CH3:17])([CH3:16])[CH3:15])[C:2]1[CH:7]=[CH:6][CH:5]=[CH:4][CH:3]=1>CS(C)=O.C(OC(=O)C)(=O)C.C(OCC)C>[CH2:1]([O:8][C@@H:9]1[C@@H:21]([O:22][CH2:23][C:24]2[CH:29]=[CH:28][C:27]([O:30][CH3:31])=[CH:26][CH:25]=2)[C:20](=[O:32])[C@@H:19]([CH2:33][O:34][Si:35]([C:38]([CH3:41])([CH3:40])[CH3:39])([CH3:37])[CH3:36])[O:18][C@H:10]1[O:11][CH2:12][CH2:13][Si:14]([CH3:15])([CH3:17])[CH3:16])[C:2]1[CH:3]=[CH:4][CH:5]=[CH:6][CH:7]=1. Procedure details: Compound 5.06 (10.5 g, 17.4 mmol) in DMSO (80 mL) and acetic anhydride (60 mL) was heated to 65° C. for 3 h then cooled to room temperature. The reaction mixture was poured into a separatory funnel, diluted with ethyl ether, and washed with H2O. The aqueous layer was back-extracted with additional ethyl ether (5×). The organic layers were combined, dried over Na2SO4, and concentrated in vacuo. The resulting oil was purified by silica gel column chromatography (8% EtOAc/petroleum ether) to afford... Starting materials: FC1=CC=C(OC2=C(C(=O)O)C=CC=C2)C=C1 (2-(4-fluorophenoxy)benzoic acid), [Na].[H-].COCCO[Al+]OCCOC (sodium bis-(2-methoxyethoxy) aluminum hydride), [OH-].[Na+] (sodium hydroxide). The solvent is C1=CC=CC=C1 (benzene), C1=CC=CC=C1 (benzene). Run at temperature 0 celsius, time 30 minute. The product is FC1=CC=C(OC2=C(CO)C=CC=C2)C=C1 (2-(4-fluorophenoxy)benzyl alcohol). As a reaction SMILES: [Na].[H-].COCCO[Al+]OCCOC.[F:14][C:15]1[CH:30]=[CH:29][C:18]([O:19][C:20]2[CH:28]=[CH:27][CH:26]=[CH:25][C:21]=2[C:22](O)=[O:23])=[CH:17][CH:16]=1.[OH-].[Na+]>C1C=CC=CC=1>[F:14][C:15]1[CH:30]=[CH:29][C:18]([O:19][C:20]2[CH:28]=[CH:27][CH:26]=[CH:25][C:21]=2[CH2:22][OH:23])=[CH:17][CH:16]=1 |f:0.1.2,4.5,^1:0|. Procedure details: 36.1 ml of 70% sodium-bis-(2-methoxyethoxy) aluminum hydride in benzene are added dropwise over a one hour span to a stirring mixture of 15 g of 2-(4-fluorophenoxy)benzoic acid in 150 ml of benzene under nitrogen at ambient temperature. After total addition, the reaction mixture is stirred for an additional 30 minutes and then permitted to stand for 4 days. Thereafter, the reaction mixture is cooled to 0° C. before adding 100 mls of 10% sodium hydroxide while stirring. Following this addition, t... Reactants: N#CCBr, CCOC(=O)C(CC)CC, C1CCOC1, CC(C)[N-]C(C)C, CC(C)NC(C)C, [Li+], [Li]CCCC. Product: CCOC(=O)C(CC)(CC)CC#N. As a reaction SMILES: [Br:31][CH2:32][C:33]#[N:34].[CH2:1]([CH3:2])[CH:3]([C:4](=[O:5])[O:6][CH2:7][CH3:8])[CH2:9][CH3:10].[CH2:35]1[O:36][CH2:37][CH2:38][CH2:39]1.[CH:11]([N-:12][CH:13]([CH3:14])[CH3:15])([CH3:16])[CH3:17].[CH:19]([NH:20][CH:21]([CH3:22])[CH3:23])([CH3:24])[CH3:25].[Li+:18].[Li:26][CH2:27][CH2:28][CH2:29][CH3:30]>>[CH2:1]([CH3:2])[C:3]([C:4](=[O:5])[O:6][CH2:7][CH3:8])([CH2:9][CH3:10])[CH2:32][C:33]#[N:34].